Dataset: the Open Reaction Database (ORD), a public repository of structured organic reaction records. Task: describe an organic reaction: reactants, conditions, products, and yield Starting materials: C1COCCO1, CCCCCCCCCCCCOc1ccc(C=O)cc1OCCCCCCCCCCCC, [K+], [K+], O=C([O-])[O-], O. Product: C=Cc1ccc(OCCCCCCCCCCCC)c(OCCCCCCCCCCCC)c1. As a reaction SMILES: [CH2:41]1[O:42][CH2:43][CH2:44][O:45][CH2:46]1.[CH2:7]([CH2:8][CH2:9][CH2:10][CH2:11][CH2:12][CH2:13][CH2:14][CH2:15][CH2:16][CH2:17][CH3:18])[O:19][c:20]1[cH:21][c:22]([CH:23]=[O:24])[cH:25][cH:26][c:27]1[O:28][CH2:29][CH2:30][CH2:31][CH2:32][CH2:33][CH2:34][CH2:35][CH2:36][CH2:37][CH2:38][CH2:39][CH3:40].[K+:1].[K+:2].[O-:3][C:4]([O-:5])=[O:6].[OH2:47]>>[CH2:4]=[CH:23][c:22]1[cH:21][c:20]([O:19][CH2:7][CH2:8][CH2:9][CH2:10][CH2:11][CH2:12][CH2:13][CH2:14][CH2:15][CH2:16][CH2:17][CH3:18])[c:27]([O:28][CH2:29][CH2:30][CH2:31][CH2:32][CH2:33][CH2:34][CH2:35][CH2:36][CH2:37][CH2:38][CH2:39][CH3:40])[cH:26][cH:25]1. Starting materials: CC(=O)c1csc(C(=O)O)c1, CI, CN(C)C=O, [Cl-], [Na+], [Na+], [Na+], O=C([O-])[O-], O. Product: COC(=O)c1cc(C(C)=O)cs1. Reaction SMILES: [C:3]([CH3:4])(=[O:5])[c:6]1[cH:7][c:8]([C:11](=[O:12])[OH:13])[s:9][cH:10]1.[CH3:1][I:2].[CH3:22][N:23]([CH3:24])[CH:25]=[O:26].[Cl-:21].[Na+:14].[Na+:15].[Na+:20].[O-:16][C:17](=[O:18])[O-:19].[OH2:27]>>[C:3]([CH3:4])(=[O:5])[c:6]1[cH:7][c:8]([C:11](=[O:12])[O:13][CH3:17])[s:9][cH:10]1. Reactants: NC(=O)N (urea), C(C)(C)N(CC)C(C)C (diisopropylethyl amine), BrC1=C2CC(CC2=CC=C1)N=C=O (4-bromo-2-isocyanato-indan), Cl.FCCN (fluoroethyl amine hydrochloride). Yields the product BrC1=C2CC(CC2=CC=C1)NC(=O)NCCF (1-(4-Bromo-indan-2-yl)-3-(2-fluoro-ethyl)-urea). RXN SMILES: NC(N)=O.[Br:5][C:6]1[CH:14]=[CH:13][CH:12]=[C:11]2[C:7]=1[CH2:8][CH:9]([N:15]=[C:16]=[O:17])[CH2:10]2.Cl.[F:19][CH2:20][CH2:21][NH2:22].C(N(C(C)C)CC)(C)C>>[Br:5][C:6]1[CH:14]=[CH:13][CH:12]=[C:11]2[C:7]=1[CH2:8][CH:9]([NH:15][C:16]([NH:22][CH2:21][CH2:20][F:19])=[O:17])[CH2:10]2 |f:2.3|. Reported procedure: The title urea was generated from 4-bromo-2-isocyanato-indan (12.00 mmol), fluoroethyl amine hydrochloride (1.20 g, 90% purity, 10.85 mmol) and diisopropylethyl amine (4.20 mL, 24.11 mmol) according to the protocol described in general procedure G. Spectroscopic data: 1H NMR (300 MHz, DMSO-d6) δ 2.64-2.94 (m, 2H), 3.06-3.42 (m, 4H), 4.28-4.40 (m, 2H), 4.5 (t, 1H, J=5.0 Hz), 6.0 (t, 1H, J=5.6 Hz), 6.4 (d, 1H, J=7.0 Hz), 7.1 (t, 1H, J=7.9 Hz), 7.2 (d, 1H, J=7.3 Hz), 7.4 (d, 1H, J=7.9 Hz). Reactants: [N+](=O)([O-])C1=C(C(=O)Cl)C=CC(=C1)[N+](=O)[O-] (2,4-dinitrobenzoyl chloride), [N+](=O)([O-])C1=C(C(=O)O)C=CC(=C1)[N+](=O)[O-] (2,4-dinitrobenzoic acid), N[C@@H](C)C(=O)O (L-alanine), C([O-])([O-])=O.[Na+].[Na+] (sodium carbonate). Yields the product [N+](=O)([O-])C1=C(C(=O)N[C@H](C(=O)O)C)C=CC(=C1)[N+](=O)[O-] ((S)-2-(2,4-dinitrobenzamido)propanoic acid). RXN SMILES: [N+:1]([C:4]1[CH:12]=[C:11]([N+:13]([O-:15])=[O:14])[CH:10]=[CH:9][C:5]=1[C:6](Cl)=[O:7])([O-:3])=[O:2].[N+](C1C=C([N+]([O-])=O)C=CC=1C(O)=O)([O-])=O.[NH2:31][C@H:32]([C:34]([OH:36])=[O:35])[CH3:33].C(=O)([O-])[O-].[Na+].[Na+]>>[N+:1]([C:4]1[CH:12]=[C:11]([N+:13]([O-:15])=[O:14])[CH:10]=[CH:9][C:5]=1[C:6]([NH:31][C@@H:32]([CH3:33])[C:34]([OH:36])=[O:35])=[O:7])([O-:3])=[O:2] |f:3.4.5|. Reported procedure: As shown in scheme H, 2,4-dinitrobenzoyl chloride prepared from 2,4-dinitrobenzoic acid is treated with L-alanine in presence of sodium carbonate to yield (S)-2-(2,4-dinitrobenzamido)propanoic acid (intermediate 11). Treatment of intermediate 11 either with K18F or K19F gave (S)-2-(2-fluoro-4-nitrobenzamido)propanoic acid, which on reduction with iron powder in presence of acetic acid gave (S)-2-(4-amino-2-fluorobenzamido)propanoic acid (compound 10). In an analogous manner, treatment of 2,4-din... Reactants: FC1=C(C=CC=C1O)C=1O[C@@H](CN1)C1=CC=CC=C1 (4,5-dihydro-2-(2-fluoro-3-hydroxyphenyl)-5(R)-phenyloxazol e), C1(=CC=CC=C1)P(C1=CC=CC=C1)C1=CC=CC=C1 (triphenylphosphine), C(C(=C)C)(=O)OCCO (2-hydroxyethyl methacrylate), N(=NC(=O)OCC)C(=O)OCC (diethyl azodicarboxylate). Run in C1CCOC1 (THF), C1CCOC1 (THF). Conditions: time 1 day. The product is C(C(=C)C)(=O)OCCOC1=C(C(=CC=C1)C=1O[C@@H](CN1)C1=CC=CC=C1)F (2-[3-(4,5-Dihydro-5(R)-phenyloxazol-2-yl)-2-fluorophenoxy]ethyl methacrylate). The yield is 85.5%. RXN SMILES: [F:1][C:2]1[C:7]([OH:8])=[CH:6][CH:5]=[CH:4][C:3]=1[C:9]1[O:10][C@H:11]([C:14]2[CH:19]=[CH:18][CH:17]=[CH:16][CH:15]=2)[CH2:12][N:13]=1.C1(P(C2C=CC=CC=2)C2C=CC=CC=2)C=CC=CC=1.[C:39]([O:44][CH2:45][CH2:46]O)(=[O:43])[C:40]([CH3:42])=[CH2:41].N(C(OCC)=O)=NC(OCC)=O>C1COCC1>[C:39]([O:44][CH2:45][CH2:46][O:8][C:7]1[CH:6]=[CH:5][CH:4]=[C:3]([C:9]2[O:10][C@H:11]([C:14]3[CH:15]=[CH:16][CH:17]=[CH:18][CH:19]=3)[CH2:12][N:13]=2)[C:2]=1[F:1])(=[O:43])[C:40]([CH3:42])=[CH2:41]. Procedure details: To a solution of 4,5-dihydro-2-(2-fluoro-3-hydroxyphenyl)-5(R)-phenyloxazol e (0.97 g, 3.8 mmol), triphenylphosphine (1.0 g, 4.0 mmol) and 2-hydroxyethyl methacrylate (0.50 ml, 4.0 mmol) in THF (30 ml) was added dropwise a solution of diethyl azodicarboxylate (0.65 ml, 4.0 mmol) in THF (15 ml). After stirring for 1 day, volatiles were removed by evaporation. The residue was purified by column chromatography on silica gel eluting with hexane-ethyl acetate (2:1) to afford the title compound (1.2 g...